Task: describe an organic reaction: reactants, conditions, products, and yield. Dataset: the Open Reaction Database (ORD), a public repository of structured organic reaction records The reactants are O=C([O-])[O-], CN(C)C=O, CCOC(=O)CCl, Oc1ccc(Cn2cccn2)cc1Cl, [K+], [K+], O. Yields the product CCOC(=O)COc1ccc(Cn2cccn2)cc1Cl. As a reaction SMILES: [C:22](=[O:23])([O-:24])[O-:25].[CH3:28][N:29]([CH3:30])[CH:31]=[O:32].[Cl:15][CH2:16][C:17](=[O:18])[O:19][CH2:20][CH3:21].[Cl:1][c:2]1[c:3]([OH:14])[cH:4][cH:5][c:6]([CH2:8][n:9]2[n:10][cH:11][cH:12][cH:13]2)[cH:7]1.[K+:26].[K+:27].[OH2:33]>>[Cl:1][c:2]1[c:3]([O:14][CH2:16][C:17](=[O:18])[O:19][CH2:20][CH3:21])[cH:4][cH:5][c:6]([CH2:8][n:9]2[n:10][cH:11][cH:12][cH:13]2)[cH:7]1.